Dataset: the Open Reaction Database (ORD), a public repository of structured organic reaction records. Task: describe an organic reaction: reactants, conditions, products, and yield Starting materials: O[C@H](C(=O)OC)CC ((S)-methyl 2-hydroxybutanoate), ClC1=C(C=C(C=C1)C)O (2-chloro-5-methylphenol). Product: ClC1=C(O[C@@H](C(=O)OC)CC)C=C(C=C1)C ((R)-Methyl 2-(2-chloro-5-methylphenoxy)butanoate). As a reaction SMILES: [OH:1][C@@H:2]([CH2:7][CH3:8])[C:3]([O:5][CH3:6])=[O:4].[Cl:9][C:10]1[CH:15]=[CH:14][C:13]([CH3:16])=[CH:12][C:11]=1O>>[Cl:9][C:10]1[CH:15]=[CH:14][C:13]([CH3:16])=[CH:12][C:11]=1[O:1][C@H:2]([CH2:7][CH3:8])[C:3]([O:5][CH3:6])=[O:4]. Procedure details: The title compound was prepared following the same protocol as described in Step 1, Example 42, using the (S)-methyl 2-hydroxybutanoate instead of the (S)-methyl 2-hydroxypropanoate and the 2-chloro-5-methylphenol instead of the m-cresol. The reactants are COCCOCc1cccc(C#N)c1, C1CCOC1. The product is COCCOCc1cccc(CN)c1. As a reaction SMILES: [CH3:1][O:2][CH2:3][CH2:4][O:5][CH2:6][c:7]1[cH:8][c:9]([C:10]#[N:11])[cH:12][cH:13][cH:14]1.[O:15]1[CH2:16][CH2:17][CH2:18][CH2:19]1>>[CH3:1][O:2][CH2:3][CH2:4][O:5][CH2:6][c:7]1[cH:8][c:9]([CH2:10][NH2:11])[cH:12][cH:13][cH:14]1. Reactants: Cl.N1C[C@@H](CC1)NC(=O)C=1SC(=CC1)Cl (5-chloro-thiophene-2-carboxylic acid (R)-pyrrolidin-3-ylamide hydrochloride), C(C)OC(C(C)Br)=O (ethyl-2-bromopropionate). Yields the product C(C)OC(C(C)N1C[C@@H](CC1)NC(=O)C=1SC(=CC1)Cl)=O (2-{(R)-3-[(5-chloro-thiophene-2-carbonyl)-amino]-pyrrolidin-1-yl}-propionic acid ethyl ester). As a reaction SMILES: Cl.[NH:2]1[CH2:6][CH2:5][C@@H:4]([NH:7][C:8]([C:10]2[S:11][C:12]([Cl:15])=[CH:13][CH:14]=2)=[O:9])[CH2:3]1.[CH2:16]([O:18][C:19](=[O:23])[CH:20](Br)[CH3:21])[CH3:17]>>[CH2:16]([O:18][C:19](=[O:23])[CH:20]([N:2]1[CH2:6][CH2:5][C@@H:4]([NH:7][C:8]([C:10]2[S:11][C:12]([Cl:15])=[CH:13][CH:14]=2)=[O:9])[CH2:3]1)[CH3:21])[CH3:17] |f:0.1|. Procedure: 6.3 Using general procedure A 5-chloro-thiophene-2-carboxylic acid (R)-pyrrolidin-3-ylamide hydrochloride was reacted with ethyl-2-bromopropionate to give 2-{(R)-3-[(5-chloro-thiophene-2-carbonyl)-amino]-pyrrolidin-1-yl}-propionic acid ethyl ester. Oil. MS 329.1 ([M−H]−) The reactants are ClC1=CC=C(C=C1)C=1C(=CC=CC1)C=O (4′-Chloro-biphenyl-2-carbaldehyde), C(C)(=O)O[BH-](OC(C)=O)OC(C)=O.[Na+] (Sodium triacetoxyborohydride), O1CCOC12CCNCC2 (1,4-dioxa-8-azaspiro[4.5]decane), [O-]S(=O)(=O)[O-].[Mg+2] (MgSO4). Run in ClCCCl (DCE), CO (methanol). Conditions: time 1 hour. The product is ClC1=CC=C(C=C1)C1=C(C=CC=C1)CN1CCC2(OCCO2)CC1 (8-((4′-chlorobiphenyl-2-yl)methyl)-1,4-dioxa-8-azaspiro[4.5]decane). Yield: 59.6%. RXN SMILES: [Cl:1][C:2]1[CH:7]=[CH:6][C:5]([C:8]2[C:9]([CH:14]=O)=[CH:10][CH:11]=[CH:12][CH:13]=2)=[CH:4][CH:3]=1.[O:16]1[C:20]2([CH2:25][CH2:24][NH:23][CH2:22][CH2:21]2)[O:19][CH2:18][CH2:17]1.[O-]S([O-])(=O)=O.[Mg+2].C(O[BH-](OC(=O)C)OC(=O)C)(=O)C.[Na+]>ClCCCl.CO>[Cl:1][C:2]1[CH:3]=[CH:4][C:5]([C:8]2[CH:13]=[CH:12][CH:11]=[CH:10][C:9]=2[CH2:14][N:23]2[CH2:24][CH2:25][C:20]3([O:19][CH2:18][CH2:17][O:16]3)[CH2:21][CH2:22]2)=[CH:6][CH:7]=1 |f:2.3,4.5|. Reported procedure: 4′-Chloro-biphenyl-2-carbaldehyde (5.00 g, 23.08 mmol) and 1,4-dioxa-8-azaspiro[4.5]decane (4.30 g, 30.0 mmol) were combined in DCE (90 mL) and methanol (68 mL). MgSO4 (˜5 g) was added, and the resulting mixture was stirred for 1 hour at room temperature. Sodium triacetoxyborohydride (14.67 g, 69.2 mmol) was then added, and the reaction was stirred for 16 hours at room temperature. The solvent was removed in vacuo, and the residue was resuspended in CH2Cl2/H2O. The layers were separated, and the... Reported procedure: A stirred autoclave was charged, at room temperature, with 65.60 g (712 mmol) of glycerol, 1.58 g (17.9 mmol) of butyric acid, 0.16 g (10 wt %) of AMBERLYST® (a polymer based catalyst) 35 resin and 0.39 g (1.0 mol %) of Pd/C at 5%. The autoclave was then pressurized at 50 bar of dihydrogen gas H2, and then was heated at 120° C. for 16 h, under vigorous stirring. After 16 h of reaction, the reaction mixture was cooled down to room temperature. The catalyst was filtered through a MILLIPORE® filter... Yields the product C(CCC)OCC(O)CO.CCOCC (1-O-butyl-glycerol ether). Reagents/catalysts: [Pd] (Pd/C). Yield: 68.0%. As a reaction SMILES: [OH:1][CH2:2][CH:3]([CH2:5][OH:6])[OH:4].[C:7]([OH:12])(=O)[CH2:8][CH2:9][CH3:10]>[Pd]>[CH2:7]([O:1][CH2:2][CH:3]([CH2:5][OH:6])[OH:4])[CH2:8][CH2:9][CH3:10].[CH3:2][CH2:3][O:12][CH2:7][CH3:8] |f:3.4|. Starting materials: OCC(O)CO (glycerol), C(CCC)(=O)O (butyric acid), dihydrogen. Run at temperature 120 celsius.